Dataset: the Open Reaction Database (ORD), a public repository of structured organic reaction records. Task: describe an organic reaction: reactants, conditions, products, and yield The reactants are C1(=CC=CC=C1)C1SCCCS1 (2-phenyl-1,3-dithiane), C(C)(C)[N-]C(C)C.[Li+] (lithium diisopropylamide), C1CCOC1.CCCCCCC.C(C)C1=CC=CC=C1 (THF heptane ethylbenzene), O=C1CC(CCC1)NC(OC(C)(C)C)=O (tert-Butyl 3-oxocyclohexylcarbamate), C(C)(=O)OC(C)=O (Acetic anhydride). Solvent: O (Water), C1CCOC1 (THF), C1CCOC1 (THF). Conditions: temperature -20 celsius, time 30 minute. Yields the product C(C)(=O)OC1(CC(CCC1)NC(=O)OC(C)(C)C)C1(SCCCS1)C1=CC=CC=C1 (3-(tert-Butoxycarbonylamino)-1-(2-phenyl-1,3-dithiaN-2-yl)cyclohexyl acetate). RXN SMILES: [C:1]1([CH:7]2[S:12][CH2:11][CH2:10][CH2:9][S:8]2)[CH:6]=[CH:5][CH:4]=[CH:3][CH:2]=1.C([N-]C(C)C)(C)C.[Li+].C1C[O:24][CH2:23][CH2:22]1.CCCCCCC.C(C1C=CC=CC=1)C.[O:41]=[C:42]1[CH2:47][CH2:46][CH2:45][CH:44]([NH:48][C:49](=[O:55])[O:50][C:51]([CH3:54])([CH3:53])[CH3:52])[CH2:43]1.C(OC(=O)C)(=O)C>C1COCC1.O>[C:23]([O:41][C:42]1([C:7]2([C:1]3[CH:2]=[CH:3][CH:4]=[CH:5][CH:6]=3)[S:8][CH2:9][CH2:10][CH2:11][S:12]2)[CH2:47][CH2:46][CH2:45][CH:44]([NH:48][C:49]([O:50][C:51]([CH3:52])([CH3:54])[CH3:53])=[O:55])[CH2:43]1)(=[O:24])[CH3:22] |f:1.2,3.4.5|. Reported procedure: To a solution of 2-phenyl-1,3-dithiane (12 mmol, 2.35 g) in THF (15 mL) at 78° C. was added a solution of lithium diisopropylamide in THF/heptane/ethylbenzene (12 mmol, 1.8 M, 6.7 mL) under argon. The reaction mixture was warmed up to −20° C. and stirred for 30 minutes at −20° C. The reaction mixture was cooled down to −78° C. tert-Butyl 3-oxocyclohexylcarbamate (5 mmol, 1.065 g) in THF was added. The reaction mixture was allowed to warm up to room temperature and stirred for overnight. Acetic a... Reactants: F[B-](F)(F)F, COc1cnc(-n2cnc(NC(=O)C(C)(C)C)n2)c2[nH]cc(C(=O)C(=O)O)c12, CCN(C(C)C)C(C)C, [Cl-], CN(C)C=O, c1ccc(-n2nnnc2N2CC[NH2+]CC2)nc1, CN(C)C(On1nnc2ccccc21)=[N+](C)C. The product is COc1cnc(-n2cnc(NC(=O)C(C)(C)C)n2)c2[nH]cc(C(=O)C(=O)N3CCN(c4nnnn4-c4ccccn4)CC3)c12. RXN SMILES: [B-:47]([F:48])([F:49])([F:50])[F:51].[CH3:1][O:2][c:3]1[c:4]2[c:5]([c:6](-[n:9]3[n:10][c:11]([NH:14][C:15]([C:16]([CH3:17])([CH3:18])[CH3:19])=[O:20])[n:12][cH:13]3)[n:7][cH:8]1)[nH:21][cH:22][c:23]2[C:24]([C:25](=[O:26])[OH:27])=[O:28].[CH:69]([N:70]([CH2:71][CH3:72])[CH:73]([CH3:74])[CH3:75])([CH3:76])[CH3:77].[Cl-:29].[O:78]=[CH:79][N:80]([CH3:81])[CH3:82].[n:30]1[c:31](-[n:36]2[n:37][n:38][n:39][c:40]2[N:41]2[CH2:42][CH2:43][NH2+:44][CH2:45][CH2:46]2)[cH:32][cH:33][cH:34][cH:35]1.[n:52]1([O:53][C:54]([N:55]([CH3:56])[CH3:57])=[N+:58]([CH3:59])[CH3:60])[c:61]2[cH:62][cH:63][cH:64][cH:65][c:66]2[n:67][n:68]1>>[CH3:1][O:2][c:3]1[c:4]2[c:5]([c:6](-[n:9]3[n:10][c:11]([NH:14][C:15]([C:16]([CH3:17])([CH3:18])[CH3:19])=[O:20])[n:12][cH:13]3)[n:7][cH:8]1)[nH:21][cH:22][c:23]2[C:24]([C:25](=[O:27])[N:44]1[CH2:43][CH2:42][N:41]([c:40]2[n:36](-[c:31]3[n:30][cH:35][cH:34][cH:33][cH:32]3)[n:37][n:38][n:39]2)[CH2:46][CH2:45]1)=[O:28].